Dataset: the Open Reaction Database (ORD), a public repository of structured organic reaction records. Task: describe an organic reaction: reactants, conditions, products, and yield Starting materials: CC(=O)CON1C(C2=CC(=CC=C2CC1)[N+](=O)[O-])=O (2-methylcarbonylmethoxy-7-nitro-1,2,3,4-tetrahydroisoquinolin-1-one). The reagents and catalysts are [Pd] (palladium on carbon). Solvent: CO (methanol). Reaction conditions: time 1 hour. Product: NC1=CC=C2CCN(C(C2=C1)=O)OCC(=O)C (7-amino-2-methylcarbonylmethoxy-1,2,3,4-tetrahydroisoquinolin-1-one). Isolated yield 89.9%. Reaction SMILES: [CH3:1][C:2]([CH2:4][O:5][N:6]1[CH2:15][CH2:14][C:13]2[C:8](=[CH:9][C:10]([N+:16]([O-])=O)=[CH:11][CH:12]=2)[C:7]1=[O:19])=[O:3]>[Pd].CO>[NH2:16][C:10]1[CH:9]=[C:8]2[C:13]([CH2:14][CH2:15][N:6]([O:5][CH2:4][C:2]([CH3:1])=[O:3])[C:7]2=[O:19])=[CH:12][CH:11]=1. Procedure details: A solution consisting of 2-methylcarbonylmethoxy-7-nitro-1,2,3,4-tetrahydroisoquinolin-1-one (500 mg, 1.9 mmol), 10% palladium on carbon (80 mg) and methanol (70 mL) was hydrogenated at 40 psi for 1 hour. The solution was filtered through Celite® and concentrated to give the title compound (400 mg, 90% yield). Starting materials: NC1=NC(C(N1C)=O)(C1=CC(=CC=C1)C#CCOC)C1=CC=C(C=C1)OC(F)F (2-amino-5-[4-(difluoromethoxy)phenyl]-5-[3-(3-methoxyprop-1-yn-1-yl)phenyl]-3-methyl-3,5-dihydro-4H-imidazol-4-one). The reagents and catalysts are [Pd] (palladium on charcoal). Product: NC1=NC(C(N1C)=O)(C1=CC(=CC=C1)CCCOC)C1=CC=C(C=C1)OC(F)F (2-Amino-5-[4-(difluoromethoxy)phenyl]-5-[3-(3-methoxypropyl)phenyl]-3-methyl-3,5-dihydro-4H-imidazol-4-one). Yield: 40.0%. RXN SMILES: [NH2:1][C:2]1[N:6]([CH3:7])[C:5](=[O:8])[C:4]([C:20]2[CH:25]=[CH:24][C:23]([O:26][CH:27]([F:29])[F:28])=[CH:22][CH:21]=2)([C:9]2[CH:14]=[CH:13][CH:12]=[C:11]([C:15]#[C:16][CH2:17][O:18][CH3:19])[CH:10]=2)[N:3]=1>[Pd]>[NH2:1][C:2]1[N:6]([CH3:7])[C:5](=[O:8])[C:4]([C:20]2[CH:21]=[CH:22][C:23]([O:26][CH:27]([F:29])[F:28])=[CH:24][CH:25]=2)([C:9]2[CH:14]=[CH:13][CH:12]=[C:11]([CH2:15][CH2:16][CH2:17][O:18][CH3:19])[CH:10]=2)[N:3]=1. Reported procedure: A mixture of an ethanolic solution of 2-amino-5-[4-(difluoromethoxy)phenyl]-5-[3-(3-methoxyprop-1-yn-1-yl)phenyl]-3-methyl-3,5-dihydro-4H-imidazol-4-one (0.1 g, 0.25 mmol) and 10% palladium on charcoal (10 mg) was placed under a hydrogen filled balloon for 16 h and filtered thru celite. The filtrate was concentrated to dryness in vacuo. The resultant residue was purified by flash chromatography on silica gel, ethyl acetate as eluent, to give the title product as a white solid, 0.04 g (40% yield)... Starting materials: ClC(C1=CC=CC=C1)(Cl)S(=O)C(Cl)(Cl)C1=CC=CC=C1 (dichlorophenylmethyl sulfoxide), [Li+].CC(C)[N-]C(C)C (LDA), CC[Mg+].[Br-] (EtMgBr), FC(C(F)F)(OC=1C=C(C=O)C=CC1)F (3-(1,1,2,2-tetrafluoro-ethoxy)-benzaldehyde). The solvent is C1CCOC1 (THF). Run at temperature -78 celsius, time 15 minute. The product is ClCC(=O)C1=CC(=CC=C1)OC(C(F)F)(F)F (2-Chloro-1-[3-(1,1,2,2-tetrafluoro-ethoxy)-phenyl]ethanone). RXN SMILES: [Cl:1][C:2](S(C(C1C=CC=CC=1)(Cl)Cl)=O)(Cl)C1C=CC=CC=1.[Li+].CC([N-]C(C)C)C.[F:29][C:30]([F:43])([O:34][C:35]1[CH:36]=[C:37]([CH:40]=[CH:41][CH:42]=1)[CH:38]=[O:39])[CH:31]([F:33])[F:32].CC[Mg+].[Br-]>C1COCC1>[Cl:1][CH2:2][C:38]([C:37]1[CH:40]=[CH:41][CH:42]=[C:35]([O:34][C:30]([F:43])([F:29])[CH:31]([F:32])[F:33])[CH:36]=1)=[O:39] |f:1.2,4.5|. Procedure: To a solution of dichlorophenylmethyl sulfoxide (5.94 g, 28.4 mmol; K. C. Tin & T. Dust, Tetra. Lett. 1970, 4643) in THF (100 mL) at −78° C. was added LDA (1.8 M in THF, 20.5 mL, 36.9 mmol). The reaction mixture was stirred at −78° C. for 15 min and then was added 3-(1,1,2,2-tetrafluoro-ethoxy)-benzaldehyde (6.94 g, 31.3 mmol). After stirring at −78° C. for 45 min, EtMgBr (1.0 M solution in t-BuOMe, 60 mL, 60 mmol) was added. The reaction mixture was stirred at −78° C. for another 40 min, quench... The reactants are FC(C(=O)O)(F)F (trifluoroacetic acid), solution, C(C1=CC=CC=C1)N1C2=CC=CC=C2C=2C(=CC(=C(C12)S(=O)C)CC(=O)OC(C)C)C (isopropyl (9-benzyl-4-methyl-1-methylsulfinylcarbazol-2-yl)acetate). Run in C(Cl)Cl (methylene chloride). Reaction conditions: time 30 minute. The product is C(C1=CC=CC=C1)N1C2=CC=CC=C2C=2C(=CC(=C(C12)SCCC)CC(=O)OC(C)C)C (Isopropyl (9-Benzyl-4-methyl-1-n-propylthiocarbazol-2-yl)acetate). RXN SMILES: F[C:2](F)(F)[C:3](O)=O.[CH2:8]([N:15]1[C:27]2[C:26]([S:28]([CH3:30])=O)=[C:25]([CH2:31][C:32]([O:34][CH:35]([CH3:37])[CH3:36])=[O:33])[CH:24]=[C:23]([CH3:38])[C:22]=2[C:21]2[C:16]1=[CH:17][CH:18]=[CH:19][CH:20]=2)[C:9]1[CH:14]=[CH:13][CH:12]=[CH:11][CH:10]=1>C(Cl)Cl>[CH2:8]([N:15]1[C:27]2[C:26]([S:28][CH2:30][CH2:2][CH3:3])=[C:25]([CH2:31][C:32]([O:34][CH:35]([CH3:37])[CH3:36])=[O:33])[CH:24]=[C:23]([CH3:38])[C:22]=2[C:21]2[C:16]1=[CH:17][CH:18]=[CH:19][CH:20]=2)[C:9]1[CH:14]=[CH:13][CH:12]=[CH:11][CH:10]=1. Procedure: 0.1 ml of anhydrous trifluoroacetic acid was added to 5 ml of a solution of 100 mg isopropyl (9-benzyl-4-methyl-1-methylsulfinylcarbazol-2-yl)acetate, as obtained in Example 215, in methylene chloride, and the reaction mixture was refluxed for 30 minutes. The solvent was then removed by evaporation under reduced pressure and the residue was dissolved in 2 ml of methylene chloride. 0.5 ml of n-propyl iodide, 1 ml of triethylamine and 1 ml of methanol were then all added to the resulting solution ... The reactants are [N+](=O)([O-])C1=CC=CC=C1 (nitrobenzene), C(C)O (ethanol). Product: C(C)OC1=CC=C(N)C=C1 (p-ethoxyaniline). As a reaction SMILES: [N+:1]([C:4]1[CH:9]=[CH:8][CH:7]=[CH:6][CH:5]=1)([O-])=O.[CH2:10]([OH:12])[CH3:11]>>[CH2:10]([O:12][C:7]1[CH:8]=[CH:9][C:4]([NH2:1])=[CH:5][CH:6]=1)[CH3:11]. Reported procedure: The method of claim 1 wherein nitrobenzene is reacted with ethanol to form p-ethoxyaniline. Reactants: [Cl-].[Ca+2].[Cl-] (calcium chloride), Cl (hydrochloric acid), 21, COC1=CC2=C(C3=C(C=CS2)C(=CC(C3)O)SC)C=C1 (10,11-dihydro-3-methoxy-8-(methylthio)-dibenzo thiepin-10-ol). Run in C1=CC=CC=C1 (benzene). Conditions: time 3 hour. The product is ClC1CC2=C(SC3=C1C=C(C=C3)SC)C=C(C=C2)OC (10-chloro-10,11-dihydro-3-methoxy-8-(methylthio)-dibenzo [b,f]thiepin). Reaction SMILES: [CH3:1][O:2][C:3]1[CH:20]=[CH:19][C:6]2[C:7]3[CH2:15][CH:14](O)[CH:13]=[C:12]([S:17][CH3:18])[C:8]=3[CH:9]=[CH:10][S:11][C:5]=2[CH:4]=1.[Cl-:21].[Ca+2].[Cl-].Cl>C1C=CC=CC=1>[Cl:21][CH:15]1[C:14]2[CH:13]=[C:12]([S:17][CH3:18])[CH:8]=[CH:9][C:10]=2[S:11][C:5]2[CH:4]=[C:3]([O:2][CH3:1])[CH:20]=[CH:19][C:6]=2[CH2:7]1 |f:1.2.3|. Procedure details: 15.7 G. of 10,11-dihydro-3-methoxy-8-(methylthio)-dibenzo thiepin-10-ol, 250 ml. of benzene and 6 g. of finely pulverized calcium chloride are saturated with hydrochloric acid gas over a period of 21/2 hours at 15° and subsequently stirred for an additional 3 hours. After the addition of 0.8 g. of activated charcoal, the mixture is filtered and washed with benzene. The benzene phase is evaporated under reduced pressure, whereby there is obtained 10-chloro-10,11-dihydro-3-methoxy-8-(methylthio)-d...